Dataset: the Open Reaction Database (ORD), a public repository of structured organic reaction records. Task: describe an organic reaction: reactants, conditions, products, and yield Reactants: C(C)OC(=O)C1=NC(=CC(=C1)C1=CC(=CC(=C1)F)F)C (4-(3,5-Difluorophenyl)-6-methyl-pyridine-2-carboxylic acid ethyl ester), FC(C=1N=C(SC1)N)F (4-Difluoromethyl-thiazol-2-ylamine). RXN SMILES: C(O[C:4]([C:6]1[CH:11]=[C:10]([C:12]2[CH:17]=[C:16]([F:18])[CH:15]=[C:14]([F:19])[CH:13]=2)[CH:9]=[C:8]([CH3:20])[N:7]=1)=[O:5])C.[F:21][CH:22]([F:29])[C:23]1[N:24]=[C:25]([NH2:28])[S:26][CH:27]=1>>[F:21][CH:22]([F:29])[C:23]1[N:24]=[C:25]([NH:28][C:4]([C:6]2[CH:11]=[C:10]([C:12]3[CH:13]=[C:14]([F:19])[CH:15]=[C:16]([F:18])[CH:17]=3)[CH:9]=[C:8]([CH3:20])[N:7]=2)=[O:5])[S:26][CH:27]=1. Yields the product FC(C=1N=C(SC1)NC(=O)C1=NC(=CC(=C1)C1=CC(=CC(=C1)F)F)C)F (4-(3,5-Difluorophenyl)-6-methyl-pyridine-2-carboxylic acid (4-difluoromethyl-thiazol-2-yl)-amide). Procedure details: The title compound, was prepared from 4-(3,5-Difluorophenyl)-6-methyl-pyridine-2-carboxylic acid ethyl ester in accordance with the general method of example 26, step 6 using 4-Difluoromethyl-thiazol-2-ylamine instead of 3-chloroaniline to yield the final compound as a white solid, MS (ISP): m/e=382 [M]+. Starting materials: BrC1=CC=C2C=CC3=C(C=CC4=CC=C1C2=C34)Br (1,6-dibromopyrene), CC1=CC=C(C=C1)B(O)O (4-methylphenylboronic acid), P(=O)([O-])([O-])[O-].[K+].[K+].[K+] (tripotassium phosphate), CN(C=O)C (dimethylformamide). Reagents/catalysts: [Br-].C(CCC)[N+](CCCC)(CCCC)CCCC (tetrabutylammonium bromide), C(C)(=O)[O-].[Pd+2].C(C)(=O)[O-] (palladium acetate). The solvent is O (water). Reaction conditions: temperature 130 celsius, time 6 hour. Yields the product BrC1=CC=C2C=CC3=C(C=CC4=CC=C1C2=C34)C3=CC=C(C=C3)C (1-bromo-6-(4-methylphenyl)pyrene). Yield: 33.9%. Reaction SMILES: [Br:1][C:2]1[C:15]2[C:16]3=[C:17]4[C:12](=[CH:13][CH:14]=2)[CH:11]=[CH:10][C:9](Br)=[C:8]4[CH:7]=[CH:6][C:5]3=[CH:4][CH:3]=1.[CH3:19][C:20]1[CH:25]=[CH:24][C:23](B(O)O)=[CH:22][CH:21]=1.P([O-])([O-])([O-])=O.[K+].[K+].[K+].CN(C)C=O>[Br-].C([N+](CCCC)(CCCC)CCCC)CCC.C([O-])(=O)C.[Pd+2].C([O-])(=O)C.O>[Br:1][C:2]1[C:15]2[C:16]3=[C:17]4[C:12](=[CH:13][CH:14]=2)[CH:11]=[CH:10][C:9]([C:23]2[CH:24]=[CH:25][C:20]([CH3:19])=[CH:21][CH:22]=2)=[C:8]4[CH:7]=[CH:6][C:5]3=[CH:4][CH:3]=1 |f:2.3.4.5,7.8,9.10.11|. Procedure details: A mixed solution of 2 g of 1,6-dibromopyrene, 1 g of 4-methylphenylboronic acid, 2.4 g of tripotassium phosphate, 0.4 g of tetrabutylammonium bromide, 22 mg of palladium acetate and 60 ml of dimethylformamide was heated with stirring under a nitrogen gas flow at 130° C. for 6 hours. After cooling the solution to room temperature, 30 ml of water was injected, followed by extraction with 100 ml of dichloromethane. The organic layer was washed twice with 50 ml of water, dried over magnesium sulfate... The reactants are C1CCOC1 (THF), FC=1C=C(C=C(C1OCC)F)C1CCC(CC1)=O (4-(3,5-difluorophenetyl)-1-cyclohexanone), C1CCOC1 (THF), [Br-].FCCCP(C1=CC=CC=C1)(C1=CC=CC=C1)C1=CC=CC=C1 (3-fluoropropyltriphenylphosphine bromide), C1CCOC1 (THF), CC(C)([O-])C.[K+] (potassium-t-butoxide). The solvent is O (water). Conditions: temperature -50 celsius. Product: FC=1C=C(C=C(C1OCC)F)C1CCC(CC1)CCCF (4-(3,5-difluorophenetyl)-1-(3-fluoropropyl)cyclohexane). Yield: 21.0%. Reaction SMILES: C1COCC1.[Br-].[F:7][CH2:8][CH2:9][CH2:10]P(C1C=CC=CC=1)(C1C=CC=CC=1)C1C=CC=CC=1.CC(C)([O-])C.[K+].[F:36][C:37]1[CH:38]=[C:39]([CH:47]2[CH2:52][CH2:51][C:50](=O)[CH2:49][CH2:48]2)[CH:40]=[C:41]([F:46])[C:42]=1[O:43][CH2:44][CH3:45]>O>[F:36][C:37]1[CH:38]=[C:39]([CH:47]2[CH2:52][CH2:51][CH:50]([CH2:10][CH2:9][CH2:8][F:7])[CH2:49][CH2:48]2)[CH:40]=[C:41]([F:46])[C:42]=1[O:43][CH2:44][CH3:45] |f:1.2,3.4|. Procedure: THF (100 ml) was added to the above 3-fluoropropyltriphenylphosphine bromide (22.0 g, 54.6 mmol), followed by cooling the mixture down to -50° C. in a nitrogen atmosphere, adding to the mixture, a 70 ml THF solution of potassium-t-butoxide (6.10 g, 54.5 mmol), stirring the mixture for 3 hours, dropwise adding to the reaction solution, a 80 ml THF solution of 4-(3,5-difluorophenetyl)-1-cyclohexanone (10.0 g, 42.0 mmol), stirring the mixture for one hour at the same temperature, and heating it up ... Starting materials: C1(=CC=CC=C1)NC(=O)CN1CCC(CC1)CNC(=O)C1=CC2=CN=C3C=CC=C(S1)N32 (N-[1-(phenylaminocarbonylmethyl)-piperidin-4-ylmethyl]-5-thia-1,8b-diazaacenaphthylene-4-carboxamide), Cl.C(C)(=O)OCC (HCl ethyl acetate). The solvent is C(Cl)(Cl)Cl.CO (chloroform methanol). Product: Cl.Cl.C1(=CC=CC=C1)NC(=O)CN1CCC(CC1)CNC(=O)C1=CC2=CN=C3C=CC=C(S1)N32 (N-[1-(phenylaminocarbonylmethyl)piperidin-4-ylmethyl]-5-thia-1,8b-diazaacenaphthylene-4-carboxamide dihydrochloride). Isolated yield 60.0%. As a reaction SMILES: [C:1]1([NH:7][C:8]([CH2:10][N:11]2[CH2:16][CH2:15][CH:14]([CH2:17][NH:18][C:19]([C:21]3[S:31][C:30]4[N:32]5[C:23](=[CH:24][N:25]=[C:26]5[CH:27]=[CH:28][CH:29]=4)[CH:22]=3)=[O:20])[CH2:13][CH2:12]2)=[O:9])[CH:6]=[CH:5][CH:4]=[CH:3][CH:2]=1.[ClH:33].C(OCC)(=O)C>C(Cl)(Cl)Cl.CO>[ClH:33].[ClH:33].[C:1]1([NH:7][C:8]([CH2:10][N:11]2[CH2:16][CH2:15][CH:14]([CH2:17][NH:18][C:19]([C:21]3[S:31][C:30]4[N:32]5[C:23](=[CH:24][N:25]=[C:26]5[CH:27]=[CH:28][CH:29]=4)[CH:22]=3)=[O:20])[CH2:13][CH2:12]2)=[O:9])[CH:6]=[CH:5][CH:4]=[CH:3][CH:2]=1 |f:1.2,3.4,5.6.7|. Procedure: To a solution of N-[1-(phenylaminocarbonylmethyl)-piperidin-4-ylmethyl]-5-thia-1,8b-diazaacenaphthylene-4-carboxamide in chloroform-methanol (1:1) was added 2 ml (8.0 mM) of 4N-HCl/ethyl acetate. The solvent was distilled off under reduced pressure and the residue was diluted with ethanol/ether ({fraction (1/10)}). The resulting crystals were collected by filtration and rinsed with ethanol and diethyl ether to provide the title compound as orange-colored crystals (506 mg, 60%). Reactants: C(C1=CC=CC=C1)OC=1C(=C(C=CC1[N+](=O)[O-])C(C(=O)OC(C)(C)C)C(=O)OC(C)(C)C)F (Di-tert-butyl (3-benzyloxy-2-fluoro-4-nitrophenyl)malonate), Cl (hydrochloric acid). As a reaction SMILES: C([O:8][C:9]1[C:10]([F:33])=[C:11]([CH:18](C(OC(C)(C)C)=O)[C:19]([O:21]C(C)(C)C)=[O:20])[CH:12]=[CH:13][C:14]=1[N+:15]([O-:17])=[O:16])C1C=CC=CC=1.Cl>C(O)(=O)C>[F:33][C:10]1[C:9]([OH:8])=[C:14]([N+:15]([O-:17])=[O:16])[CH:13]=[CH:12][C:11]=1[CH2:18][C:19]([OH:21])=[O:20]. Solvent: C(C)(=O)O (acetic acid). The product is FC1=C(C=CC(=C1O)[N+](=O)[O-])CC(=O)O (2-fluoro-3-hydroxy-4-nitrophenylacetic acid). Procedure: Di-tert-butyl (3-benzyloxy-2-fluoro-4-nitrophenyl)malonate (6.87 g, 14.9 mmol), acetic acid (200 ml) and concentrated hydrochloric acid (35 ml) were stirred at 120° C. for 6 hours. After cooling to room temperature, the reaction mixture was concentrated under reduced pressure, whereby the title compound was obtained as a brown oil (this compound was provided for the subsequent reaction without further purification). Reactants: C(=O)(N1C=NC=C1)N1C=NC=C1 (carbonyldiimidazole), NC=1SC=C(N1)C(C(=O)OCC)=O (ethyl 2-aminothiazol-4-ylglyoxylate). Run in O1CCCC1 (tetrahydrofuran). Reaction conditions: time 1 day. The product is N1(C=NC=C1)C(=O)NC=1SC=C(N1)C(C(=O)OCC)=O (ethyl 2-(1-imidazolylcarbonylamino)thiazol-4-ylglyoxylate). RXN SMILES: [C:1](N1C=CN=C1)([N:3]1[CH:7]=[CH:6][N:5]=[CH:4]1)=[O:2].[NH2:13][C:14]1[S:15][CH:16]=[C:17]([C:19](=[O:25])[C:20]([O:22][CH2:23][CH3:24])=[O:21])[N:18]=1>O1CCCC1>[N:3]1([C:1]([NH:13][C:14]2[S:15][CH:16]=[C:17]([C:19](=[O:25])[C:20]([O:22][CH2:23][CH3:24])=[O:21])[N:18]=2)=[O:2])[CH:7]=[CH:6][N:5]=[CH:4]1. Procedure: A mixture comprising 25 g of carbonyldiimidazole, 30.87 g of ethyl 2-aminothiazol-4-ylglyoxylate and 300 ml of tetrahydrofuran was stirred at room temperature for 1 day. After completion of the reaction, the crystals which precipitated out were collected by filtration and washed with ethyl acetate to give crude ethyl 2-(1-imidazolylcarbonylamino)thiazol-4-ylglyoxylate.